Dataset: the Open Reaction Database (ORD), a public repository of structured organic reaction records. Task: describe an organic reaction: reactants, conditions, products, and yield Starting materials: FC(C1=CC(=NC=2N1N=CC2C(=O)O)C2=CC(=C(C=C2)C(F)(F)F)OCC(F)(F)F)F (7-difluoromethyl-5-[3-(2,2,2-trifluoroethoxy)-4-trifluoromethyl-phenyl]-pyrazolo[1,5-a]pyrimidine-3-carboxylic acid), S(N)(=O)(=O)C=1C=C(C=CC1)N (3-sulfamoyl-phenylamine). Product: S(N)(=O)(=O)C=1C=C(C=CC1)NC(=O)C=1C=NN2C1N=C(C=C2C(F)F)C2=CC(=C(C=C2)C(F)(F)F)OCC(F)(F)F (7-Difluoromethyl-5-[3-(2,2,2-trifluoro-ethoxy)-4-trifluoromethyl-phenyl]-pyrazolo[1,5-a]pyrimidine-3-carboxylic acid(3-sulfamoyl-phenyl)-amide). As a reaction SMILES: [F:1][CH:2]([F:31])[C:3]1[N:8]2[N:9]=[CH:10][C:11]([C:12]([OH:14])=O)=[C:7]2[N:6]=[C:5]([C:15]2[CH:20]=[CH:19][C:18]([C:21]([F:24])([F:23])[F:22])=[C:17]([O:25][CH2:26][C:27]([F:30])([F:29])[F:28])[CH:16]=2)[CH:4]=1.[S:32]([C:36]1[CH:37]=[C:38]([NH2:42])[CH:39]=[CH:40][CH:41]=1)(=[O:35])(=[O:34])[NH2:33]>>[S:32]([C:36]1[CH:37]=[C:38]([NH:42][C:12]([C:11]2[CH:10]=[N:9][N:8]3[C:3]([CH:2]([F:1])[F:31])=[CH:4][C:5]([C:15]4[CH:20]=[CH:19][C:18]([C:21]([F:23])([F:24])[F:22])=[C:17]([O:25][CH2:26][C:27]([F:28])([F:30])[F:29])[CH:16]=4)=[N:6][C:7]=23)=[O:14])[CH:39]=[CH:40][CH:41]=1)(=[O:34])(=[O:35])[NH2:33]. Reported procedure: The title compound was prepared from 7-difluoromethyl-5-[3-(2,2,2-trifluoroethoxy)-4-trifluoromethyl-phenyl]-pyrazolo[1,5-a]pyrimidine-3-carboxylic acid (example C.13) and 3-sulfamoyl-phenylamine [commercially available] according to general procedure II. Light yellow solid. MS (ISP) 607.9 [(M−H)−]; mp 241° C. Starting materials: C1(CCCCC1)C1=C(N(C2=CC(=CC=C12)C(=O)OC)CC(=O)N(C)C)C1=CN=CO1 (methyl 3-cyclohexyl-1-[2-(dimethylamino)-2-oxoethyl]-2-(1,3-oxazol-5-yl)-1H-indole-6-carboxylate), [OH-].[K+] (KOH). The solvent is CCOC(=O)C (EtOAc), CO.C1CCOC1.O (MeOH THF H2O). Conditions: time 8 hour. The product is C1(CCCCC1)C1=C(N(C2=CC(=CC=C12)C(=O)O)CC(=O)N(C)C)C1=CN=CO1 (3-cyclohexyl-1-[2-(dimethylamino)-2-oxoethyl]-2-(1,3-oxazol-5-yl)-1H-indole-6-carboxylic acid). Reaction SMILES: [CH:1]1([C:7]2[C:15]3[C:10](=[CH:11][C:12]([C:16]([O:18]C)=[O:17])=[CH:13][CH:14]=3)[N:9]([CH2:20][C:21]([N:23]([CH3:25])[CH3:24])=[O:22])[C:8]=2[C:26]2[O:30][CH:29]=[N:28][CH:27]=2)[CH2:6][CH2:5][CH2:4][CH2:3][CH2:2]1.[OH-].[K+]>CO.C1COCC1.O.CCOC(C)=O>[CH:1]1([C:7]2[C:15]3[C:10](=[CH:11][C:12]([C:16]([OH:18])=[O:17])=[CH:13][CH:14]=3)[N:9]([CH2:20][C:21]([N:23]([CH3:25])[CH3:24])=[O:22])[C:8]=2[C:26]2[O:30][CH:29]=[N:28][CH:27]=2)[CH2:6][CH2:5][CH2:4][CH2:3][CH2:2]1 |f:1.2,3.4.5|. Procedure: To a solution of methyl 3-cyclohexyl-1-[2-(dimethylamino)-2-oxoethyl]-2-(1,3-oxazol-5-yl)-1H-indole-6-carboxylate (from Step 5) in MeOH/THF/H2O (0.05 M, 1:1:1, v:v:v) was added KOH (5 eq.). The resulting solution was stirred at RT overnight. The reaction mixture was diluted with EtOAc, then washed with hydrochloric acid (1N), brine, and dried over Na2SO4. Evaporation gave an off-white foam, which was purified by RP-HPLC (column: Waters X-terra C18, 19×150 mm, 5 micron; flow 20 mL/min) to give th... Starting materials: [OH-].[Na+] (sodium hydroxide), COC(=O)C1CCC(CC1)C1OCC(CO1)CCCCC (4-(5-Pentyl-1,3-dioxane-2-yl)cyclohexanecarboxylic acid methylester), [OH-].[Na+] (sodium hydroxide), [OH-].[Na+] (sodium hydroxide), Cl (Hydrochloric acid). Run in C(C)O (ethanol). Reaction conditions: temperature 7 celsius, time 1 hour. Product: C(CCCC)C1COC(OC1)C1CCC(CC1)C(=O)O (4-(5-pentyl-1,3-dioxane-2-yl)cyclohexanecarboxylic acid). Yield: 8.6%. RXN SMILES: C[O:2][C:3]([CH:5]1[CH2:10][CH2:9][CH:8]([CH:11]2[O:16][CH2:15][CH:14]([CH2:17][CH2:18][CH2:19][CH2:20][CH3:21])[CH2:13][O:12]2)[CH2:7][CH2:6]1)=[O:4].[OH-].[Na+].Cl>C(O)C>[CH2:17]([CH:14]1[CH2:13][O:12][CH:11]([CH:8]2[CH2:7][CH2:6][CH:5]([C:3]([OH:4])=[O:2])[CH2:10][CH2:9]2)[O:16][CH2:15]1)[CH2:18][CH2:19][CH2:20][CH3:21] |f:1.2|. Procedure details: 4-(5-Pentyl-1,3-dioxane-2-yl)cyclohexanecarboxylic acid methylester 28.2 g (94.5 mmol) was added in ethanol 100 ml, and cooled to 7° C., and 2N-sodium hydroxide 70 ml was added dropwise. The mixture was heated to room temperature, and stirred for one hour, and 2N-sodium hydroxide 70 ml was added dropwise. After st g the mixture father one hour at room temperature, 2N-sodium hydroxide 50 ml was added dropwise, and the mixture was stirred further one hour at room temperature. 6N-Hydrochloric acid ... The reactants are Cl.C(C(C)(C)C)(OCC)=N (ethyl pivalimidate hydrochloride), N1=C(C=C(C=C1C)C)C (2,4,6-Collidine), ClC(=O)OCC (ethyl chloroformate). The solvent is hexanes, C(Cl)Cl (DCM). Conditions: time 12 hour. The product is C(C)OC(=O)N=C(C(C)(C)C)OCC (ethyl N-ethoxycarbonylpivalimidate). Yield: 89.4%. As a reaction SMILES: Cl.[C:2](=[NH:10])([O:7][CH2:8][CH3:9])[C:3]([CH3:6])([CH3:5])[CH3:4].N1C(C)=CC(C)=CC=1C.Cl[C:21]([O:23][CH2:24][CH3:25])=[O:22]>C(Cl)Cl>[CH2:24]([O:23][C:21]([N:10]=[C:2]([O:7][CH2:8][CH3:9])[C:3]([CH3:6])([CH3:5])[CH3:4])=[O:22])[CH3:25] |f:0.1|. Procedure details: Ethyl pivalimidate hydrochloride (Example B3) (0.75 g, 4.5 mmol) was suspended in hexanes (11.3 mL) and DCM (11.3 mL) and cooled to 0° C. 2,4,6-Collidine (2.1 mL, 15.9 mmol) and ethyl chloroformate (0.98 g, 9.1 mmol) were sequentially added and the reaction mixture was allowed to warm to RT and stirred for 12 h. The solvent was removed in vacuo and the residue was slurried with EtOAc (50 mL). The solids were removed by filtration through a pad of diatomaceous earth. The filter cake was washed wi... The reactants are S(O)(O)(=O)=O (sulfuric acid), C1(CCCC1)C(CC(=O)C1=C(C(=CC=C1)C)O)=O (1-Cyclopentyl-3-(2-hydroxy-3-methylphenyl)-1,3-propanedione), O (water). Run in C(C)(=O)O (acetic acid). Conditions: temperature 100 celsius, time 1 hour. The product is C1(CCCC1)C=1OC2=C(C(C1)=O)C=CC=C2C (2-Cyclopentyl-8-methyl-4-oxo-4H-[1]-benzopyran). The yield is 97.9%. As a reaction SMILES: [CH:1]1([C:6](=[O:18])[CH2:7][C:8]([C:10]2[CH:15]=[CH:14][CH:13]=[C:12]([CH3:16])[C:11]=2O)=[O:9])[CH2:5][CH2:4][CH2:3][CH2:2]1.S(=O)(=O)(O)O.O>C(O)(=O)C>[CH:1]1([C:6]2[O:18][C:11]3[C:12]([CH3:16])=[CH:13][CH:14]=[CH:15][C:10]=3[C:8](=[O:9])[CH:7]=2)[CH2:2][CH2:3][CH2:4][CH2:5]1. Reported procedure: 1-Cyclopentyl-3-(2-hydroxy-3-methylphenyl)-1,3-propanedione (14 g) was dissolved in acetic acid (70 ml) and conc. sulfuric acid (3 ml) was added to the solution. The mixture was stirred at 100° C. for 1 hour. The reaction mixture was poured into cold water and extracted with ethyl acetate. The extract was washed with water, aqueous saturated sodium bicarbonate and then water and dried (MgSO4). The solvent was distilled off under reduced pressure and the residue was purified by silica gel column ... Reactants: CCCCCCC, Nc1ccc(Cl)cc1, ClCCl, ClCCl, [N-]=[N+]=Nc1cc(F)ccc1C(=O)Cl, [Na+], O=C([O-])O. The product is [N-]=[N+]=Nc1cc(F)ccc1C(=O)Nc1ccc(Cl)cc1. As a reaction SMILES: [CH3:27][CH2:28][CH2:29][CH2:30][CH2:31][CH2:32][CH3:33].[Cl:14][c:15]1[cH:16][cH:17][c:18]([NH2:21])[cH:19][cH:20]1.[Cl:34][CH2:35][Cl:36].[Cl:37][CH2:38][Cl:39].[N:1](=[N+:2]=[N-:3])[c:4]1[c:5]([C:6](=[O:7])[Cl:8])[cH:9][cH:10][c:11]([F:13])[cH:12]1.[Na+:26].[O-:22][C:23]([OH:24])=[O:25]>>[N:1](=[N+:2]=[N-:3])[c:4]1[c:5]([C:6](=[O:7])[NH:21][c:18]2[cH:17][cH:16][c:15]([Cl:14])[cH:20][cH:19]2)[cH:9][cH:10][c:11]([F:13])[cH:12]1. Reactants: C=1C=CC2=C(C1)C(=O)NC=N2 (quinazolinone), BrCC1=CC=C(C=C1)C1=C(C=CC=C1)C(=O)OC(C)(C)C (4-bromomethyl-2'-t-butoxycarbonyl-biphenyl). The product is C(CCC)C1=NC2=CC=CC=C2C(N1CC1=CC=C(C=C1)C1=C(C=CC=C1)C(=O)OC(C)(C)C)=O (2-Butyl-3-[(2'-(t-butoxycarbonyl)biphen-4-yl)methyl]quinazolin-4(3H)-one). Reaction SMILES: [CH:1]1[CH:2]=[CH:3][C:4]2[N:11]=[CH:10][NH:9][C:7](=[O:8])[C:5]=2[CH:6]=1.Br[CH2:13][C:14]1[CH:19]=[CH:18][C:17]([C:20]2[CH:25]=[CH:24][CH:23]=[CH:22][C:21]=2[C:26]([O:28][C:29]([CH3:32])([CH3:31])[CH3:30])=[O:27])=[CH:16][CH:15]=1>>[CH2:2]([C:10]1[N:9]([CH2:13][C:14]2[CH:19]=[CH:18][C:17]([C:20]3[CH:25]=[CH:24][CH:23]=[CH:22][C:21]=3[C:26]([O:28][C:29]([CH3:32])([CH3:31])[CH3:30])=[O:27])=[CH:16][CH:15]=2)[C:7](=[O:8])[C:5]2[C:4](=[CH:3][CH:2]=[CH:1][CH:6]=2)[N:11]=1)[CH2:1][CH2:6][CH3:5]. Procedure details: The quinazolinone prepared as described in Example 17 was alkylated with 4-bromomethyl-2'-t-butoxycarbonyl-biphenyl. The product was purified by flash chromatography over silica gel eluting with 1% EtOAc/methylene chloride. 1H-NMR (300 MHz, CDCl3): 8.32 (m, 1H), 7.76 (m, 2H), 7.46 (m, 2H), 7.38 (m, 1H), 7.32-7.18 (m, 5H), 5.46 (bs, 2H), 2.79 (3 line m, 2H), 1.80 (m, 2H), 1.44 (m, 2H), 1.23 (s, 9H), 0.95 (t, 3H).